Task: describe an organic reaction: reactants, conditions, products, and yield. Dataset: the Open Reaction Database (ORD), a public repository of structured organic reaction records Yield: 77.7%. Conditions: time 8 hour. The reactants are COC(C(C(=O)O)C)=O (2-methyl-malonic acid monomethyl ester), C=1C=CC2=C(C1)N=NN2O (HOBt), CCN=C=NCCCN(C)C.Cl (EDCI.HCl), C1(=CC=C(C=C1)N)C1=CC=CC=C1 (biphenyl-4-ylamine). Solvent: CN(C)C=O (DMF), O (water). Reagents/catalysts: CN(C)C=1C=CN=CC1 (DMAP). Reported procedure: HOBt (245 mg, 1.8 mmol), DMAP (370 mg, 3.0 mmol), EDCI.HCl (348 mg, 1.8 mmol) followed by biphenyl-4-ylamine (307 mg, 1.8 mmol) were added to a stirred solution of 2-methyl-malonic acid monomethyl ester (200 mg, 1.5 mmol) in DMF (3 mL) and the resulting mixture was stirred at ambient temperature overnight. The reaction mixture was then diluted with water and the product was extracted with ethyl acetate. The ethyl acetate layer was washed with brine solution and concentrated under reduced pressur... The product is COC(C(C(=O)NC1=CC=C(C=C1)C1=CC=CC=C1)C)=O (N-biphenyl-4-yl-2-Methyl-malonamic acid methyl ester). Reaction SMILES: C1C=CC2N(O)N=NC=2C=1.CCN=C=NCCCN(C)C.Cl.[C:23]1([C:30]2[CH:35]=[CH:34][CH:33]=[CH:32][CH:31]=2)[CH:28]=[CH:27][C:26]([NH2:29])=[CH:25][CH:24]=1.[CH3:36][O:37][C:38](=[O:44])[CH:39]([CH3:43])[C:40](O)=[O:41]>CN(C1C=CN=CC=1)C.CN(C=O)C.O>[CH3:36][O:37][C:38](=[O:44])[CH:39]([CH3:43])[C:40]([NH:29][C:26]1[CH:25]=[CH:24][C:23]([C:30]2[CH:35]=[CH:34][CH:33]=[CH:32][CH:31]=2)=[CH:28][CH:27]=1)=[O:41] |f:1.2|. Reactants: C(C1=CC=CC=C1)N1CC2=C(C(C1)(C)C)SC(=C2)C(=O)OCC (ethyl 5-benzyl-7,7-dimethyl-4,5,6,7-tetrahydrothieno[3,2-c]pyridine-2-carboxylate), C(=O)([O-])[O-].[K+].[K+] (K2CO3), ClC(=O)OC(C)Cl (α-chloroethyl chloroformate). The solvent is C(Cl)Cl (DCM), C(Cl)Cl (DCM), CCO (EtOH). Product: Cl.CC1(C2=C(CNC1)C=C(S2)C(=O)OCC)C (ethyl 7,7-dimethyl-4,5,6,7-tetrahydrothieno[3,2-c]pyridine-2-carboxylate hydrochloride). Yield: 79.1%. Reaction SMILES: C([N:8]1[CH2:13][C:12]([CH3:15])([CH3:14])[C:11]2[S:16][C:17]([C:19]([O:21][CH2:22][CH3:23])=[O:20])=[CH:18][C:10]=2[CH2:9]1)C1C=CC=CC=1.C([O-])([O-])=O.[K+].[K+].[Cl:30]C(OC(Cl)C)=O>C(Cl)Cl.CCO>[ClH:30].[CH3:14][C:12]1([CH3:15])[CH2:13][NH:8][CH2:9][C:10]2[CH:18]=[C:17]([C:19]([O:21][CH2:22][CH3:23])=[O:20])[S:16][C:11]1=2 |f:1.2.3,7.8|. Procedure details: A solution of ethyl 5-benzyl-7,7-dimethyl-4,5,6,7-tetrahydrothieno[3,2-c]pyridine-2-carboxylate (14.6 g, 0.044 mol) in anhydrous DCM was cooled to 0° C. whereupon K2CO3 (6.1 g, 0.044 mmol) and α-chloroethyl chloroformate (6.97 g, 0.049 mol) were added. Upon complete addition, the reaction was heated at reflux overnight. The reaction was cooled to room temperature and diluted with DCM, then washed with saturated aqueous NaHCO3 and brine respectively. The organic layer was dried over anhydrous Na2... Starting materials: FC(F)(F)C1=C(C=CC=C1)N=C=S (Trifluoromethylphenylisothiocyanate), C(C1=CC=CC=C1)C1=NN=C2N1C1=C(C(=NC2)C2=C(C=CC=C2)Cl)C2=C(S1)CNCC2 (1-benzyl-6-(2-chlorophenyl)-7,8,9,10-tetrahydro-4H-pyrido[4′,3′;4,5]thieno[3,2-f][1,2,4]triazolo[4,3-a][1,4]diazepine). Run in ClCCCl (1,2-dichloroethane). Conditions: time 12 hour. Product: C(C1=CC=CC=C1)C1=NN=C2N1C1=C(C(=NC2)C2=C(C=CC=C2)Cl)C2=C(S1)CN(CC2)C(NC2=C(C=CC=C2)C(F)(F)F)=S (1-benzyl-6-(2-chlorophenyl)-7,10-dihydro-N-(2-trifluoromethylphenyl)-4H-pyrido[4′,3′;4,5]thieno[3,2-f][1,2,4]triazolo[4,3-a][1,4]diazepine-9(8H)-carbothioamide). Yield: 24.0%. As a reaction SMILES: [F:1][C:2]([C:5]1[CH:10]=[CH:9][CH:8]=[CH:7][C:6]=1[N:11]=[C:12]=[S:13])([F:4])[F:3].[CH2:14]([C:21]1[N:25]2[C:26]3[S:40][C:39]4[CH2:41][NH:42][CH2:43][CH2:44][C:38]=4[C:27]=3[C:28]([C:31]3[CH:36]=[CH:35][CH:34]=[CH:33][C:32]=3[Cl:37])=[N:29][CH2:30][C:24]2=[N:23][N:22]=1)[C:15]1[CH:20]=[CH:19][CH:18]=[CH:17][CH:16]=1>ClCCCl>[CH2:14]([C:21]1[N:25]2[C:26]3[S:40][C:39]4[CH2:41][N:42]([C:12](=[S:13])[NH:11][C:6]5[CH:7]=[CH:8][CH:9]=[CH:10][C:5]=5[C:2]([F:4])([F:3])[F:1])[CH2:43][CH2:44][C:38]=4[C:27]=3[C:28]([C:31]3[CH:36]=[CH:35][CH:34]=[CH:33][C:32]=3[Cl:37])=[N:29][CH2:30][C:24]2=[N:23][N:22]=1)[C:15]1[CH:16]=[CH:17][CH:18]=[CH:19][CH:20]=1. Procedure: Trifluoromethylphenylisothiocyanate (0.56 g, 0.0027 mol) is added to a mixture containing 1-benzyl-6-(2-chlorophenyl)-7,8,9,10-tetrahydro-4H-pyrido[4′,3′;4,5]thieno[3,2-f][1,2,4]triazolo[4,3-a][1,4]diazepine (0.8 g, 0.0018 mol) in anhydrous 1,2-dichloroethane (13 ml). The reaction medium is agitated at ambient temperature for 12 hours. The precipitate is filtered on frit then washed with isopropyl ether, with ethyl acetate then with isopentane and finally dried under vacuum. 0.28 g (24%) of fina... The reactants are C1(=CC=CC=C1)N=C=O (phenyl isocyanate), C(NN)(=O)OC (methyl carbazate), ester. Solvent: C1=CC=CC=C1 (benzene). Conditions: time 45 minute. Product: C1(=CC=CC=C1)NC(=O)NNC(=O)OC (Methyl 3-(phenylcarbamoyl)carbazate). Yield: 98.7%. Reaction SMILES: [C:1]([O:5][CH3:6])(=[O:4])[NH:2][NH2:3].[C:7]1([N:13]=[C:14]=[O:15])[CH:12]=[CH:11][CH:10]=[CH:9][CH:8]=1>C1C=CC=CC=1>[C:7]1([NH:13][C:14]([NH:3][NH:2][C:1]([O:5][CH3:6])=[O:4])=[O:15])[CH:12]=[CH:11][CH:10]=[CH:9][CH:8]=1. Procedure: A solution of methyl carbazate (91.9 g, 1.02 moles) in 450 ml of benzene was added dropwise with stirring during 45 min. to phenyl isocyanate (122 g. 1.02 moles); a temperature rise to near 80° C. was observed. After addition of the ester solution the mixture was heated under reflux, with stirring, for 45 min. Stirring was continued at ambient temperature for 15 hr. Removal of volatiles under reduced pressure gave 210.6 g (99%) of product ester, as long prisms, m.p. 154°-155°. Recrystallization ... Starting materials: NC1=C(C=CC=C1)NC(C1=CC=C(C=C1)CN1C(C2=CC=C(C=C2C1)Br)=O)=O (N-(2-aminophenyl)-4-((5-bromo-1-oxoisoindolin-2-yl)methyl)benzamide), FC=1C=C(C=C(C1)F)B(O)O (3,5-difluorophenyl boronic acid). Reaction conditions: time 20 minute. Product: NC1=C(C=CC=C1)NC(C1=CC=C(C=C1)CN1C(C2=CC=C(C=C2C1)C1=CC(=CC(=C1)F)F)=O)=O (N-(2-aminophenyl)-4-((5-(3,5-difluorophenyl)-1-oxoisoindolin-2-yl)methyl)benzamide). Yield: 64.0%. Reaction SMILES: [NH2:1][C:2]1[CH:7]=[CH:6][CH:5]=[CH:4][C:3]=1[NH:8][C:9](=[O:28])[C:10]1[CH:15]=[CH:14][C:13]([CH2:16][N:17]2[CH2:25][C:24]3[C:19](=[CH:20][CH:21]=[C:22](Br)[CH:23]=3)[C:18]2=[O:27])=[CH:12][CH:11]=1.[F:29][C:30]1[CH:31]=[C:32](B(O)O)[CH:33]=[C:34]([F:36])[CH:35]=1>>[NH2:1][C:2]1[CH:7]=[CH:6][CH:5]=[CH:4][C:3]=1[NH:8][C:9](=[O:28])[C:10]1[CH:15]=[CH:14][C:13]([CH2:16][N:17]2[CH2:25][C:24]3[C:19](=[CH:20][CH:21]=[C:22]([C:32]4[CH:31]=[C:30]([F:29])[CH:35]=[C:34]([F:36])[CH:33]=4)[CH:23]=3)[C:18]2=[O:27])=[CH:12][CH:11]=1. Reported procedure: The procedure of Example 2 was repeated except that N-(2-aminophenyl)-4-((5-bromo-1-oxoisoindolin-2-yl)methyl)benzamide obtained in Example 56 instead of N-(2-aminophenyl)-4-((4-bromo-5,6-dimethoxy-1-oxoisoindolin-2-yl)methyl)benzamide, and 3,5-difluorophenyl boronic acid instead of phenyl boronic acid were used, and the reaction was performed for 20 mins, to obtain the title compound (64%). Starting materials: [BH4-], CCOC(=O)Cc1cccc(-c2nc(COc3ccc(C=O)cc3OC)c(C)o2)c1, [Na+], C1CCOC1, O. Yields the product CCOC(=O)Cc1cccc(-c2nc(COc3ccc(CO)cc3OC)c(C)o2)c1. As a reaction SMILES: [BH4-:31].[CH:1](=[O:2])[c:3]1[cH:4][c:5]([O:29][CH3:30])[c:6]([O:7][CH2:8][c:9]2[n:10][c:11](-[c:15]3[cH:16][c:17]([CH2:21][C:22](=[O:23])[O:24][CH2:25][CH3:26])[cH:18][cH:19][cH:20]3)[o:12][c:13]2[CH3:14])[cH:27][cH:28]1.[Na+:32].[O:34]1[CH2:35][CH2:36][CH2:37][CH2:38]1.[OH2:33]>>[CH2:1]([OH:2])[c:3]1[cH:4][c:5]([O:29][CH3:30])[c:6]([O:7][CH2:8][c:9]2[n:10][c:11](-[c:15]3[cH:16][c:17]([CH2:21][C:22](=[O:23])[O:24][CH2:25][CH3:26])[cH:18][cH:19][cH:20]3)[o:12][c:13]2[CH3:14])[cH:27][cH:28]1. The reactants are C(=O)(OC(C)(C)C)N1CCNCC1 (1-Boc-piperazine), TEA, N#CBr (cyanogen bromide). Solvent: C(Cl)Cl (DCM), C(Cl)Cl (DCM). Conditions: time 16 hour. Product: C(#N)N1CCN(CC1)C(=O)OC(C)(C)C (tert-butyl 4-cyanopiperazine-1-carboxylate). Yield: 54.6%. As a reaction SMILES: [C:1]([N:8]1[CH2:13][CH2:12][NH:11][CH2:10][CH2:9]1)([O:3][C:4]([CH3:7])([CH3:6])[CH3:5])=[O:2].[N:14]#[C:15]Br>C(Cl)Cl>[C:15]([N:11]1[CH2:10][CH2:9][N:8]([C:1]([O:3][C:4]([CH3:7])([CH3:6])[CH3:5])=[O:2])[CH2:13][CH2:12]1)#[N:14]. Reported procedure: To a solution of 1-Boc-piperazine (25 g, 0.13 mol) in anhydrous DCM (500 mL) at 0° C. was added TEA (52 mL, 0.40 mol) followed by a solution of cyanogen bromide (28.5 g, 0.27 mol) in anhydrous DCM (250 mL) slowly over a period of 30 min. The reaction mixture was stirred at RT for 16 hours and washed with a 10% aqueous solution of sodium bicarbonate, water and brine. The organic layer was dried and the solvent was removed under vacuum. The residue was purified by chromatography using chloroform/m...